Dataset: the Open Reaction Database (ORD), a public repository of structured organic reaction records. Task: describe an organic reaction: reactants, conditions, products, and yield Starting materials: C(C)N1C=C(C(C2=CC(=C(C(=C12)F)N1CC(C1)(NC(C(F)(F)F)=O)C)F)=O)C(=O)O (1-ethyl-6,8-difluoro-1,4-dihydro-4-oxo-7-(3-methyl-3-trifluoroacetamido-1-azetidinyl)-3-quinolinecarboxylic acid), [OH-].[Na+] (sodium hydroxide), C(C)O (ethanol). Solvent: O (water). Product: C(C)N1C=C(C(C2=CC(=C(C(=C12)F)N1CC(C1)(C)N)F)=O)C(=O)O (1-ethyl-6,8-difluoro-7-(3-amino-3-methyl-1-azetidinyl)-1,4-dihydro-4-oxo-3-quinolinecarboxylic acid). Reaction SMILES: [CH2:1]([N:3]1[C:12]2[C:7](=[CH:8][C:9]([F:26])=[C:10]([N:14]3[CH2:17][C:16]([CH3:25])([NH:18]C(=O)C(F)(F)F)[CH2:15]3)[C:11]=2[F:13])[C:6](=[O:27])[C:5]([C:28]([OH:30])=[O:29])=[CH:4]1)[CH3:2].[OH-].[Na+].C(O)C>O>[CH2:1]([N:3]1[C:12]2[C:7](=[CH:8][C:9]([F:26])=[C:10]([N:14]3[CH2:15][C:16]([NH2:18])([CH3:25])[CH2:17]3)[C:11]=2[F:13])[C:6](=[O:27])[C:5]([C:28]([OH:30])=[O:29])=[CH:4]1)[CH3:2] |f:1.2|. Procedure details: A mixture of 0.65 g (1.5 mmoles) of 1-ethyl-6,8-difluoro-1,4-dihydro-4-oxo-7-(3-methyl-3-trifluoroacetamido-1-azetidinyl)-quinoline-3-carboxylic acid (example 21) 2 ml of 10% sodium hydroxide and 3 ml of ethanol is refluxed in 10 ml of water for 3 hours. It is filtered while hot, cooled, acidified with acetic acid, and filtered. After washing with water, 0.48 g (95%) of 1-ethyl-6,8-difluoro-7-(3-amino-3-methyl-1-azetidinyl)-1,4-dihydro-4-oxo-3-quinolinecarboxylic acid are obtained, melting at 29... As a reaction SMILES: [I:1][C:2]1[C:3](=[O:19])[C:4]2[CH:9]=[CH:8][C:7](=O)[NH:6][C:5]=2[O:11][C:12]=1[C:13]1[CH:18]=[CH:17][CH:16]=[CH:15][CH:14]=1.CN(C=O)C.S(Cl)([Cl:27])=O>C(Cl)Cl>[Cl:27][C:7]1[N:6]=[C:5]2[O:11][C:12]([C:13]3[CH:18]=[CH:17][CH:16]=[CH:15][CH:14]=3)=[C:2]([I:1])[C:3](=[O:19])[C:4]2=[CH:9][CH:8]=1. Reported procedure: To a suspension of 3-iodo-2-phenyl-8H-pyrano[2,3-b]pyridine-4,7-dione (13 mg, 0.036 mmol) in DCM (3 mL) was added DMF (0.03 mL) and thionyl chloride (0.1 mL). The mixture was heated under reflux for 3 hours, followed by standing at RT for 6 days. Upon evaporation, the residue was subjected to flash chromatography (SiO2, gradient 10 to 25% ethyl acetate in cyclohexane) to afford the title compound (10 mg, 74%) as a colourless gum. LCMS (Method B): RT=4.35 min, [M+H]+=384/386. Run in C(Cl)Cl (DCM). The reactants are CN(C)C=O (DMF), S(=O)(Cl)Cl (thionyl chloride), IC=1C(C2=C(NC(C=C2)=O)OC1C1=CC=CC=C1)=O (3-iodo-2-phenyl-8H-pyrano[2,3-b]pyridine-4,7-dione). Conditions: time 6 day. The product is ClC1=CC=C2C(=N1)OC(=C(C2=O)I)C2=CC=CC=C2 (7-Chloro-3-iodo-2-phenyl-pyrano[2,3-b]pyridin-4-one). Isolated yield 74.0%. Starting materials: S(=O)(Cl)Cl (thionyl chloride), S(=O)=O (sulfur dioxide), Cl (hydrogen chloride), ClC(C(=O)O)=C(C(Cl)Cl)Cl (2,3,4,4-tetrachloro-2-butenoic acid). Run in CN(C=O)C (dimethylformamide). Conditions: temperature 50 celsius. Yields the product S(=O)(Cl)Cl (thionyl chloride), ClC(C(=O)Cl)=C(C(Cl)Cl)Cl (2,3,4,4-tetrachloro-2-butenoic acid chloride). RXN SMILES: [S:1]([Cl:4])([Cl:3])=[O:2].[Cl:5][C:6](=[C:10]([Cl:14])[CH:11]([Cl:13])[Cl:12])[C:7](O)=[O:8].S(=O)=O.[ClH:18]>CN(C)C=O>[S:1]([Cl:4])([Cl:3])=[O:2].[Cl:5][C:6](=[C:10]([Cl:14])[CH:11]([Cl:13])[Cl:12])[C:7]([Cl:18])=[O:8]. Procedure details: An agitated flask is charged with 800 g (6.72 mole) of thionyl chloride together with 2 ml of dimethylformamide as accelerator; the mixture is heated under agitation to 50° C. and, within 2 hours, 350 g (1.56 mol) of crystalline 2,3,4,4-tetrachloro-2-butenoic acid is added in incremental portions. During this step a strong evolution of gas occurs. After the addition has been completed, the mixture is heated for 1-2 hours to boiling (79° C.) until the evolution of sulfur dioxide and hydrogen chlo... Starting materials: CN(C)Cc1nc(CSCCN)cs1, CCO, O=[N+]([O-])C=C1NCC(c2ccccc2)O1. Yields the product CN(C)Cc1nc(CSCCNC(=C[N+](=O)[O-])NCC(O)c2ccccc2)cs1. RXN SMILES: [CH3:1][N:2]([CH3:3])[CH2:4][c:5]1[s:6][cH:7][c:8]([CH2:10][S:11][CH2:12][CH2:13][NH2:14])[n:9]1.[CH3:30][CH2:31][OH:32].[N+:15](=[O:16])([O-:17])[CH:18]=[C:19]1[O:20][CH:21]([c:24]2[cH:25][cH:26][cH:27][cH:28][cH:29]2)[CH2:22][NH:23]1>>[CH3:1][N:2]([CH3:3])[CH2:4][c:5]1[s:6][cH:7][c:8]([CH2:10][S:11][CH2:12][CH2:13][NH:14][C:19](=[CH:18][N+:15](=[O:16])[O-:17])[NH:23][CH2:22][CH:21]([OH:20])[c:24]2[cH:25][cH:26][cH:27][cH:28][cH:29]2)[n:9]1. Starting materials: ClCC(CC(=O)OCC1=CC=C(C=C1)[N+](=O)[O-])=O (p-nitrobenzyl γ-chloroacetoacetate), N(=O)[O-].[Na+] (sodium nitrite), ice water. Solvent: C(C)(=O)O (acetic acid), O (water). Run at temperature 5 celsius, time 30 minute. The product is ON=C(C(=O)OCC1=CC=C(C=C1)[N+](=O)[O-])C(=O)CCl (p-nitrobenzyl α-hydroxyimino-γ-chloroacetoacetate). The yield is 97.6%. RXN SMILES: [Cl:1][CH2:2][C:3](=[O:18])[CH2:4][C:5]([O:7][CH2:8][C:9]1[CH:14]=[CH:13][C:12]([N+:15]([O-:17])=[O:16])=[CH:11][CH:10]=1)=[O:6].[N:19]([O-])=[O:20].[Na+]>C(O)(=O)C.O>[OH:20][N:19]=[C:4]([C:3]([CH2:2][Cl:1])=[O:18])[C:5]([O:7][CH2:8][C:9]1[CH:14]=[CH:13][C:12]([N+:15]([O-:17])=[O:16])=[CH:11][CH:10]=1)=[O:6] |f:1.2|. Reported procedure: In 100 ml of acetic acid is dissolved 50 g (0.184 mol, uncorrected for purity) of the crude p-nitrobenzyl γ-chloroacetoacetate obtained in 1), and the solution is cooled to 5° C. or lower, and a solution of 12.7 g (0.184 mol) of sodium nitrite in 50 ml of water is added dropwise thereto at 5° C. or lower over a period of an hour. After completion of the addition, the mixture is stirred for 30 minutes and poured into 600 ml of ice water and extracted with 300-ml and 200-ml portions of ethyl aceta... Starting materials: CNC, CO, Cc1ccc([N+](=O)[O-])cc1S(=O)(=O)Cl, O. Yields the product Cc1ccc([N+](=O)[O-])cc1S(=O)(=O)N(C)C. RXN SMILES: [CH3:15][NH:16][CH3:17].[CH3:18][OH:19].[CH3:1][c:2]1[c:3]([S:11](=[O:12])(=[O:13])[Cl:14])[cH:4][c:5]([N+:8](=[O:9])[O-:10])[cH:6][cH:7]1.[OH2:20]>>[CH3:1][c:2]1[c:3]([S:11](=[O:12])(=[O:13])[N:16]([CH3:15])[CH3:17])[cH:4][c:5]([N+:8](=[O:9])[O-:10])[cH:6][cH:7]1. Reactants: N(=[N+]=[N-])[C@@H]1[C@@H](CCCC1)N1C[C@@H](CC1)NC(OC(C)(C)C)=O (tert-butyl [(3R)-1-(cis-2-azidocyclohexyl)pyrrolidin-3-yl]carbamate). Run in Cl.O1CCOCC1 (HCl dioxane). Conditions: time 1 hour. Product: N(=[N+]=[N-])[C@@H]1[C@@H](CCCC1)N1C[C@@H](CC1)N ((3R)-1-(cis-2-Azidocyclohexyl)pyrrolidin-3-amine). The yield is 124.5%. RXN SMILES: [N:1]([C@H:4]1[CH2:9][CH2:8][CH2:7][CH2:6][C@H:5]1[N:10]1[CH2:14][CH2:13][C@@H:12]([NH:15]C(=O)OC(C)(C)C)[CH2:11]1)=[N+:2]=[N-:3]>Cl.O1CCOCC1>[N:1]([C@H:4]1[CH2:9][CH2:8][CH2:7][CH2:6][C@H:5]1[N:10]1[CH2:14][CH2:13][C@@H:12]([NH2:15])[CH2:11]1)=[N+:2]=[N-:3] |f:1.2|. Procedure: The mixture of tert-butyl [(3R)-1-(cis-2-azidocyclohexyl)pyrrolidin-3-yl]carbamate (0.57 g, 1.842 mmol) in 4 N HCl/dioxane (10 mL) was stirred at room temperature for 1 hour. The solution was concentrated to give 0.48 g of the title compound as HCl salt. MS (EI) calcd: (M+H)+=210.2; found: 210.2.